Dataset: the Open Reaction Database (ORD), a public repository of structured organic reaction records. Task: describe an organic reaction: reactants, conditions, products, and yield Starting materials: C(=O)NC=1C(=CSC1)C(=O)OC (methyl 4-formamido-3-thenoate), C(=O)[O-].[NH4+] (ammonium formate). The solvent is O (water). Reaction conditions: temperature 140 celsius. Product: N1=CNC(C=2C1=CSC2)=O (3,4-Dihydrothieno[3,4-d]pyrimidin-4-one). Reaction SMILES: [CH:1]([NH:3][C:4]1[C:5]([C:9]([O:11]C)=O)=[CH:6][S:7][CH:8]=1)=O.C([O-])=O.[NH4+:16]>O>[N:3]1[C:4]2=[CH:8][S:7][CH:6]=[C:5]2[C:9](=[O:11])[NH:16][CH:1]=1 |f:1.2|. Reported procedure: A stirred mixture of methyl 4-formamido-3-thenoate (see below) (3.39 g) and ammonium formate (3.4 g) in formamde (5 ml) was heated at 140° C. for 7 hours. On cooling, the mixture was poured into water, and the mixture filtered to give a solid which was washed with water followed by light petroleum (b.p. 60-80° C.) and air dried to give the title product, m.p. 275-278° C. The reactants are BrCC=C(CCC=C(CC)C)CC (1-bromo-3-ethyl-7-methyl-2,6-nonadiene), OC1=CC2=C(CCO2)C=C1 (6-hydroxy2,3-dihydrobenzofuran). Yields the product C(C)C(=CCOC1=CC2=C(CCO2)C=C1)CCC=C(CC)C (6-[(3-ethyl-7-methyl-2,6-nonadienyl)-oxy]-2,3-dihydrobenzofuran). Reaction SMILES: Br[CH2:2][CH:3]=[C:4]([CH2:12][CH3:13])[CH2:5][CH2:6][CH:7]=[C:8]([CH3:11])[CH2:9][CH3:10].[OH:14][C:15]1[CH:23]=[CH:22][C:18]2[CH2:19][CH2:20][O:21][C:17]=2[CH:16]=1>>[CH2:12]([C:4]([CH2:5][CH2:6][CH:7]=[C:8]([CH3:11])[CH2:9][CH3:10])=[CH:3][CH2:2][O:14][C:15]1[CH:23]=[CH:22][C:18]2[CH2:19][CH2:20][O:21][C:17]=2[CH:16]=1)[CH3:13]. Reported procedure: 1-bromo-3-ethyl-7-methyl-2,6-nonadiene and 6-hydroxy2,3-dihydrobenzofuran are reacted to form 6-[(3-ethyl-7-methyl-2,6-nonadienyl)-oxy]-2,3-dihydrobenzofuran of boiling point 132° C. -134° C./0.001 mmHg; nD20 = 1.5346; Starting materials: N1N=CC=CC2=C1C=CC=C2 (benzodiazepine), CI.[H-].[Na+] (methyl iodide sodium hydride). The reagents and catalysts are [Pd] (palladium). Product: CN1N=CC=CC2=C1C=CC=C2 (N-methyl benzodiazepine). Reaction SMILES: [NH:1]1[C:7]2[CH:8]=[CH:9][CH:10]=[CH:11][C:6]=2[CH:5]=[CH:4][CH:3]=[N:2]1.[CH3:12]I.[H-].[Na+]>[Pd]>[CH3:12][N:1]1[C:7]2[CH:8]=[CH:9][CH:10]=[CH:11][C:6]=2[CH:5]=[CH:4][CH:3]=[N:2]1 |f:1.2.3|. Procedure details: The bromide 20 available from references 9 and 10 was reacted with trimethylsilyacetylene in the presence of a palladium catalyst to provide trimethylsilyl analog 52. This product was methylated with methyl iodide/sodium hydride to give the N-methyl benzodiazepine 54 (XLi 351). This was subjected to fluoride-mediated desilation to furnish 53 (XLi 350) and 55 (XLi 352). Starting materials: CCOCc1nc2cnc3ccccc3c2n1CC1(O)CCCCC1, C=CS(C)(=O)=O, [H-], [Na+], C1CCOC1, O. The product is CCOCc1nc2cnc3ccccc3c2n1CC1(OCCS(C)(=O)=O)CCCCC1. As a reaction SMILES: [CH2:9]([CH3:10])[O:11][CH2:12][c:13]1[n:14]([CH2:26][C:27]2([OH:33])[CH2:28][CH2:29][CH2:30][CH2:31][CH2:32]2)[c:15]2[c:16]([cH:17][n:18][c:19]3[cH:20][cH:21][cH:22][cH:23][c:24]23)[n:25]1.[CH:3](=[CH2:4])[S:5](=[O:6])(=[O:7])[CH3:8].[H-:1].[Na+:2].[O:35]1[CH2:36][CH2:37][CH2:38][CH2:39]1.[OH2:34]>>[CH2:3]([CH2:4][O:33][C:27]1([CH2:26][n:14]2[c:13]([CH2:12][O:11][CH2:9][CH3:10])[n:25][c:16]3[c:15]2[c:24]2[c:19]([n:18][cH:17]3)[cH:20][cH:21][cH:22][cH:23]2)[CH2:28][CH2:29][CH2:30][CH2:31][CH2:32]1)[S:5](=[O:6])(=[O:7])[CH3:8]. Starting materials: [OH-].[Na+] (NaOH), [Sn](Cl)(Cl)(Cl)Cl (tin(IV)chloride), [BH4-].[Na+] (sodium borohydride), ON=CC1=CC=C(S1)C=1SC(=CC1)C=1SC=CC1 (5-hydroxyiminomethyl-2,2':5',2''-terthiophene). The solvent is O (water), COCCOC (1,2-dimethoxyethane). Conditions: time 8 hour. Yields the product NCC1=CC=C(S1)C=1SC(=CC1)C=1SC=CC1 (5-aminomethyl-2,2':5',2''-terthiophene). RXN SMILES: [Sn](Cl)(Cl)(Cl)Cl.[BH4-].[Na+].O[N:9]=[CH:10][C:11]1[S:15][C:14]([C:16]2[S:17][C:18]([C:21]3[S:22][CH:23]=[CH:24][CH:25]=3)=[CH:19][CH:20]=2)=[CH:13][CH:12]=1.[OH-].[Na+]>O.COCCOC>[NH2:9][CH2:10][C:11]1[S:15][C:14]([C:16]2[S:17][C:18]([C:21]3[S:22][CH:23]=[CH:24][CH:25]=3)=[CH:19][CH:20]=2)=[CH:13][CH:12]=1 |f:1.2,4.5|. Procedure details: A volume of 1.65 ml tin(IV)chloride and 0.76 g of sodium borohydride are added at 0° C. to 30 ml of 1,2-dimethoxyethane. The above-obtained oxime in a quantity of 1.5 g is added portion-wise to the above mixture, after which the reaction mixture is stirred overnight at room temperature. Then a mixture of water and a 2N NaOH solution is added while cooling on ice, after which the product is extracted with ethyl acetate. The ethyl acetate layer is treated with 2N hydrochloric acid and the product ... The reactants are BrB(Br)Br, CCOCC, CO, CCN1CCC2(c3cccc(OC)c3)Cc3[nH]c(C(=O)N(C(C)C)C(C)C)c(C)c3CC2C1, Cl. Reaction SMILES: [B:34]([Br:35])([Br:36])[Br:37].[CH3:39][CH2:40][O:41][CH2:42][CH3:43].[CH3:44][OH:45].[CH:1]([CH3:2])([CH3:3])[N:4]([C:5](=[O:6])[c:7]1[c:8]([CH3:30])[c:9]2[c:10]([nH:29]1)[CH2:11][C:12]1([c:21]3[cH:22][c:23]([O:27][CH3:28])[cH:24][cH:25][cH:26]3)[CH2:13][CH2:14][N:15]([CH2:19][CH3:20])[CH2:16][CH:17]1[CH2:18]2)[CH:31]([CH3:32])[CH3:33].[ClH:38]>>[CH:1]([CH3:2])([CH3:3])[N:4]([C:5](=[O:6])[c:7]1[c:8]([CH3:30])[c:9]2[c:10]([nH:29]1)[CH2:11][C:12]1([c:21]3[cH:22][c:23]([OH:27])[cH:24][cH:25][cH:26]3)[CH2:13][CH2:14][N:15]([CH2:19][CH3:20])[CH2:16][CH:17]1[CH2:18]2)[CH:31]([CH3:32])[CH3:33].[ClH:38]. The product is CCN1CCC2(c3cccc(O)c3)Cc3[nH]c(C(=O)N(C(C)C)C(C)C)c(C)c3CC2C1, Cl.